describe an organic reaction: reactants, conditions, products, and yield From a dataset of the Open Reaction Database (ORD), a public repository of structured organic reaction records. Reactants: N#CNC12CC3CC(CC(C3)C1)C2, CO, Clc1ccccc1, Cl, Cl, Nc1ccc(F)cc1F. Product: N=C(Nc1ccc(F)cc1F)NC12CC3CC(CC(C3)C1)C2. RXN SMILES: [C:18]12([NH:28][C:29]#[N:30])[CH2:19][CH:20]3[CH2:21][CH:22]([CH2:23][CH:24]([CH2:25]1)[CH2:26]3)[CH2:27]2.[CH3:32][OH:33].[Cl:1][c:2]1[cH:3][cH:4][cH:5][cH:6][cH:7]1.[ClH:31].[ClH:8].[F:9][c:10]1[c:11]([NH2:12])[cH:13][cH:14][c:15]([F:17])[cH:16]1>>[F:9][c:10]1[c:11]([NH:12][C:29]([NH:28][C:18]23[CH2:19][CH:20]4[CH2:21][CH:22]([CH2:23][CH:24]([CH2:25]2)[CH2:26]4)[CH2:27]3)=[NH:30])[cH:13][cH:14][c:15]([F:17])[cH:16]1.